Dataset: the Open Reaction Database (ORD), a public repository of structured organic reaction records. Task: describe an organic reaction: reactants, conditions, products, and yield The product is CCOC(=O)c1ccc(S(=O)(=O)Nc2ccc(Cl)cc2-n2nnc3ncccc32)cc1F. As a reaction SMILES: [CH2:18]([CH3:19])[O:20][C:21]([c:22]1[c:23]([F:32])[cH:24][c:25]([S:28](=[O:29])(=[O:30])[Cl:31])[cH:26][cH:27]1)=[O:33].[CH3:34][S:35](=[O:36])(=[O:37])[Cl:38].[CH3:45][CH2:46][O:47][C:48]([CH3:49])=[O:50].[Cl:1][c:2]1[cH:3][c:4](-[n:9]2[n:10][n:11][c:12]3[n:13][cH:14][cH:15][cH:16][c:17]23)[c:5]([NH2:8])[cH:6][cH:7]1.[cH:39]1[cH:40][cH:41][n:42][cH:43][cH:44]1>>[Cl:1][c:2]1[cH:3][c:4](-[n:9]2[n:10][n:11][c:12]3[n:13][cH:14][cH:15][cH:16][c:17]23)[c:5]([NH:8][S:28]([c:25]2[cH:24][c:23]([F:32])[c:22]([C:21]([O:20][CH2:18][CH3:19])=[O:33])[cH:27][cH:26]2)(=[O:29])=[O:30])[cH:6][cH:7]1. Reactants: CCOC(=O)c1ccc(S(=O)(=O)Cl)cc1F, CS(=O)(=O)Cl, CCOC(C)=O, Nc1ccc(Cl)cc1-n1nnc2ncccc21, c1ccncc1.